Task: describe an organic reaction: reactants, conditions, products, and yield. Dataset: the Open Reaction Database (ORD), a public repository of structured organic reaction records Starting materials: Cl (HCl), COC([C@@H](NC(=O)OC(C)(C)C)[C@H](O)C)=O (N-(tert-butoxycarbonyl)-L-threonine methyl ester), FC(S(=O)(=O)O[Si](C)(C)C(C)(C)C)(F)F (tert-butyldimethylsilyl trifluoromethanesulfonate), CC1=NC(=CC=C1)C (2,6-dimethylpyridine). The solvent is C(Cl)Cl (DCM). Reaction conditions: time 16 hour. Product: C(C)(C)(C)OC(=O)N[C@H](C(=O)OC)[C@@H](C)O[Si](C)(C)C(C)(C)C ((2S,3R)-methyl 2-((tert-butoxycarbonyl)amino)-3-((tert-butyldimethylsilyl)oxy)butanoate). Isolated yield 100.3%. RXN SMILES: [CH3:1][O:2][C:3](=[O:16])[C@H:4]([C@@H:13]([CH3:15])[OH:14])[NH:5][C:6]([O:8][C:9]([CH3:12])([CH3:11])[CH3:10])=[O:7].CC1C=CC=C(C)N=1.FC(F)(F)S(O[Si:31]([C:34]([CH3:37])([CH3:36])[CH3:35])([CH3:33])[CH3:32])(=O)=O.Cl>C(Cl)Cl>[C:9]([O:8][C:6]([NH:5][C@@H:4]([C@H:13]([O:14][Si:31]([C:34]([CH3:37])([CH3:36])[CH3:35])([CH3:33])[CH3:32])[CH3:15])[C:3]([O:2][CH3:1])=[O:16])=[O:7])([CH3:12])([CH3:10])[CH3:11]. Procedure details: A solution of N-(tert-butoxycarbonyl)-L-threonine methyl ester (Aldrich) (717 mg, 3.07 mmol) in DCM (10 mL) was cooled in an ice-water bath and treated with 2,6-dimethylpyridine (Aldrich) (1.07 mL, 9.22 mmol) followed by tert-butyldimethylsilyl trifluoromethanesulfonate (Fluka) (0.85 mL, 3.69 mmol). The solution was stirred for 16 h, poured into 1 M aq. HCl (100 mL), and extracted with DCM (2×50 mL). The organic extracts were washed with saturated aq. NaHCO3 (100 mL), dried (MgSO4), filtered, an... Reactants: [Cl-].[Na+].O (brine), C(C)(C)[Mg]Cl (isopropylmagnesium chloride), C(C)(=O)OCC (ethyl acetate), C[SiH](C=CCC)C (dimethylethylvinylsilane). Reagents/catalysts: CC([O-])C.[Ti+4].CC([O-])C.CC([O-])C.CC([O-])C (titanium (IV) isopropoxide). Run at temperature -78 celsius, time 2 hour. Product: CC1(C(C1)[Si](C)(C)C)O (1-methyl-1-hydroxy-2-(trimethylsilyl)cyclopropane). The yield is 54.0%. RXN SMILES: [CH3:1][SiH:2]([CH3:7])[CH:3]=[CH:4][CH2:5][CH3:6].[CH:8]([Mg]Cl)(C)C.C(OCC)(=O)C.[Cl-].[Na+].[OH2:21]>CC(C)[O-].[Ti+4].CC(C)[O-].CC(C)[O-].CC(C)[O-]>[CH3:6][C:5]1([OH:21])[CH2:4][CH:3]1[Si:2]([CH3:8])([CH3:7])[CH3:1] |f:3.4.5,6.7.8.9.10|. Procedure: 47.3 g (0.17 mole) of titanium (IV) isopropoxide and 19 g (0.17 mole) of dimethylethylvinylsilane were placed in a 500 ml three-neck round bottom flask cooled to −78° C., and 0.34 mole of an isopropylmagnesium chloride Grignard solution was gradually added thereto for 2 hours. The reaction solution thus obtained was warmed to −50° C. and then vigorously stirred for 2 hours. 14.7 g (0.17 mole) of ethyl acetate was gradually added over 30 min, while the reaction solution was maintained at −50° C. ... The reactants are C(CCC)[Li] (n-butyllithium), [Cl-].[Cl-].[Cl-].[Cl-].[Zr+4] (zirconium tetrachloride), C(C1=CC=CC=C1)C(CC1=CC=CC=C1)=C1C(=C(C(=C2C=C3C=C(C(=CC3=C12)C(C)(C)C)C1=CC=C(C=C1)C)C1C=CC=C1)C1=CC=C(C=C1)C)C(C)(C)C (dibenzylmethylene(cyclopentadienyl)(2,7-di[p-tolyl]-3,6-ditert-butylfluorene)), C(C)OCC (diethyl ether). Run in CCCCCC (hexane). The product is [Cl-].[Cl-].C(C1=CC=CC=C1)C(CC1=CC=CC=C1)=[Zr+2](C1=C(C(=CC=2C3=CC(=C(C=C3CC12)C1=CC=C(C=C1)C)C(C)(C)C)C(C)(C)C)C1=CC=C(C=C1)C)C1C=CC=C1 (dibenzylmethylene(cyclopentadienyl)(2,7-di[p-tolyl]-3,6-ditert-butylfluorenyl)zirconium dichloride). Reaction SMILES: C(C(=[C:16]1[C:28]2[C:20]([CH:21]=[C:22]3[C:27]=2[CH:26]=[C:25]([C:29]([CH3:32])([CH3:31])[CH3:30])[C:24]([C:33]2[CH:38]=[CH:37][C:36]([CH3:39])=[CH:35][CH:34]=2)=[CH:23]3)=[C:19](C2C=CC=C2)[C:18]([C:45]2[CH:50]=[CH:49][C:48]([CH3:51])=[CH:47][CH:46]=2)=[C:17]1[C:52]([CH3:55])([CH3:54])[CH3:53])CC1C=CC=CC=1)C1C=CC=CC=1.C(O[CH2:59][CH3:60])C.[CH2:61]([Li])[CH2:62][CH2:63][CH3:64].[Cl-:66].[Cl-].[Cl-].[Cl-].[Zr+4:70]>CCCCCC>[Cl-:66].[Cl-:66].[CH2:61]([C:53](=[Zr+2:70]([CH:60]1[CH:59]=[CH:33][CH:24]=[CH:25]1)[C:23]1[C:22]2[CH2:21][C:20]3[C:28](=[CH:16][C:17]([C:52]([CH3:55])([CH3:53])[CH3:54])=[C:18]([C:45]4[CH:46]=[CH:47][C:48]([CH3:51])=[CH:49][CH:50]=4)[CH:19]=3)[C:27]=2[CH:26]=[C:25]([C:29]([CH3:32])([CH3:31])[CH3:30])[C:24]=1[C:33]1[CH:34]=[CH:35][C:36]([CH3:39])=[CH:37][CH:38]=1)[CH2:52][C:17]1[CH:16]=[CH:28][CH:20]=[CH:19][CH:18]=1)[C:62]1[CH:23]=[CH:22][CH:21]=[CH:64][CH:63]=1 |f:3.4.5.6.7,9.10.11|. Procedure: Under a nitrogen atmosphere, a 100-mL Schlenk flask was charged with 1.04 g (1.45 mmol) of dibenzylmethylene(cyclopentadienyl)(2,7-di[p-tolyl]-3,6-ditert-butylfluorene) and 60 mL of dehydrated diethyl ether, and the mixture was stirred. This mixed slurry solution was cooled in an ice bath, and 2.00 mL (3.20 mmol) of a 1.60 mol/L hexane solution of n-butyllithium was added. The mixture was stirred for 51 hours while gradually warming to room temperature. This red-orange reaction solution was cool... Isolated yield 58.0%. Reactants: ClC=1C=C2C(C(N(C2=CC1)S(=O)(=O)C1=CC=C(C=C1)[N+](=O)[O-])=O)(NC(=O)N(CC)CC)C1=C(C=CC=C1)Cl (5-Chloro-3-(2-chlorophenyl)-3-(N',N'-diethylureido)-1,3-dihydro-1-(4-nitrobenzenesulfonyl)indol-2-one), [H][H] (hydrogen). The reagents and catalysts are [Ni] (Raney nickel). Run in CCO (EtOH), C1CCOC1 (THF). The product is NC1=CC=C(C=C1)S(=O)(=O)N1C(C(C2=CC(=CC=C12)Cl)(NC(=O)N(CC)CC)C1=C(C=CC=C1)Cl)=O (1-(4-Aminobenzenesulfonyl)-5-chloro-3-(2-chlorophenyl)-3-(N',N'-diethylureido)-1,3-dihydroindol-2-one). As a reaction SMILES: [Cl:1][C:2]1[CH:3]=[C:4]2[C:8](=[CH:9][CH:10]=1)[N:7]([S:11]([C:14]1[CH:19]=[CH:18][C:17]([N+:20]([O-])=O)=[CH:16][CH:15]=1)(=[O:13])=[O:12])[C:6](=[O:23])[C:5]2([C:32]1[CH:37]=[CH:36][CH:35]=[CH:34][C:33]=1[Cl:38])[NH:24][C:25]([N:27]([CH2:30][CH3:31])[CH2:28][CH3:29])=[O:26].[H][H]>CCO.C1COCC1.[Ni]>[NH2:20][C:17]1[CH:18]=[CH:19][C:14]([S:11]([N:7]2[C:8]3[C:4](=[CH:3][C:2]([Cl:1])=[CH:10][CH:9]=3)[C:5]([C:32]3[CH:37]=[CH:36][CH:35]=[CH:34][C:33]=3[Cl:38])([NH:24][C:25]([N:27]([CH2:28][CH3:29])[CH2:30][CH3:31])=[O:26])[C:6]2=[O:23])(=[O:13])=[O:12])=[CH:15][CH:16]=1. Procedure details: 7.6 g of the compound obtained in EXAMPLE 12 in 100 ml of EtOH and 50 ml of THF are reduced with hydrogen under a pressure of 50 bar for 6 hours at RT, in the presence of 2 g of Raney nickel. The mixture is filtered on C elite and the filtrate is evaporated under vacuum. The residue is chromatographed on silica using a DCM/AcOEt mixture (95/5; v/v) as the eluent to give the expected product after crystallization from a DCM/iso ether mixture. m=3.2 g. M.p.=210° C. Starting materials: C(=O)(C(F)(F)F)O (TFA), C1(=CC=CC=C1)OC (anisole), C(CCl)Cl (EDC), N(N)C=1C=2N(C3=CC=CC=C3N1)C=CC2 (4-hydrazinopyrrolo[1,2-α]quinoxaline), C(=O)(OC(C)(C)C)C(C(=O)O)C(C1=C(C=CC=C1)Cl)N (Boc-3-amino-3-(2-chlorophenyl)propionic acid), C([O-])(O)=O.[Na+] (sodium bicarbonate). The reagents and catalysts are CN(C)C=1C=CN=CC1 (DMAP). The solvent is C(C)(=O)OCC (ethyl acetate), O (water). Run at time 15 minute. The product is C1=CC=C2N1C1=CC=CC=C1N=C2NNC(CC(C2=C(C=CC=C2)Cl)N)=O (3-Amino-3-(2-chlorophenyl)-propionic acid N′-pyrrolo[1,2-a]quinoxalin-4-yl-hydrazide). RXN SMILES: C(Cl)CCl.[NH:5]([C:7]1[C:8]2[N:9]([CH:17]=[CH:18][CH:19]=2)[C:10]2[C:15]([N:16]=1)=[CH:14][CH:13]=[CH:12][CH:11]=2)[NH2:6].[C:20]([CH:27]([CH:31]([NH2:39])[C:32]1[CH:37]=[CH:36][CH:35]=[CH:34][C:33]=1[Cl:38])C(O)=O)(OC(C)(C)C)=[O:21].C(=O)(O)[O-].[Na+].C(O)(C(F)(F)F)=O.C1(OC)C=CC=CC=1>CN(C1C=CN=CC=1)C.C(OCC)(=O)C.O>[CH:17]1[N:9]2[C:10]3[C:15]([N:16]=[C:7]([NH:5][NH:6][C:20](=[O:21])[CH2:27][CH:31]([NH2:39])[C:32]4[CH:37]=[CH:36][CH:35]=[CH:34][C:33]=4[Cl:38])[C:8]2=[CH:19][CH:18]=1)=[CH:14][CH:13]=[CH:12][CH:11]=3 |f:3.4|. Procedure details: To a stirred solution of EDC (94 mg, 0.49 mmol) and DMAP (cat.) in ethyl acetate (15 mL), 4-hydrazinopyrrolo[1,2-a]quinoxaline 14a (77 mg, 0.39 mmol) and Boc-3-amino-3-(2-chlorophenyl)propionic acid (78 mg, 0.39 mmol) were added, portion wise over 15 minutes period. The resulting mixture was stirred at room temperature for 24 h, then shaken with sodium bicarbonate saturated solution and water. Evaporation of the dried extract gave a residue which was purified by crystallization and used for the ... Starting materials: C1=CC=C(C=C1)P(C2=CC=CC=C2)C3=CC=CC=C3 (Ph3P), N#N (N2), ice, C(C1=CC=CC=C1)OC(=O)N[C@H]1CC[C@H](CC1)CO (cis-4-benzyloxycarbonylaminocyclohexane-methanol), C1(=CC=CC=C1)P(C1=CC=CC=C1)C1=CC=CC=C1 (triphenylphoshine), N1C=NC=C1 (imidazole), [I-] (iodide), [N-]=[N+]=[N-] (azide), [N-]=[N+]=[N-].[Na+] (sodium azide), II (iodine). The solvent is CC(OCC)=O (EA), O (water), C(Cl)Cl (CH2Cl2), CN(C)C=O (DMF), C1CCOC1 (THF). Yields the product NC[C@H]1CC[C@H](CC1)NC(OCC1=CC=CC=C1)=O (benzyl (cis-4-(aminomethyl)cyclohexyl)carbamate). As a reaction SMILES: N#N.[CH2:3]([O:10][C:11]([NH:13][C@@H:14]1[CH2:19][CH2:18][C@H:17]([CH2:20]O)[CH2:16][CH2:15]1)=[O:12])[C:4]1[CH:9]=[CH:8][CH:7]=[CH:6][CH:5]=1.C1(P(C2C=CC=CC=2)C2C=CC=CC=2)C=CC=CC=1.[NH:41]1C=CN=C1.II.[I-].[N-]=[N+]=[N-].[Na+].[N-]=[N+]=[N-]>C(Cl)Cl.CN(C=O)C.CC(=O)OCC.C1COCC1.O>[NH2:41][CH2:20][C@@H:17]1[CH2:18][CH2:19][C@H:14]([NH:13][C:11](=[O:12])[O:10][CH2:3][C:4]2[CH:9]=[CH:8][CH:7]=[CH:6][CH:5]=2)[CH2:15][CH2:16]1 |f:6.7|. Reported procedure: In a flame dried round-bottomed flask equipped with a magnetic stir bar and under inert atmosphere (N2), to an ice-cold solution of cis-4-benzyloxycarbonylaminocyclohexane-methanol (1.53 g, 5.81 mmol), triphenylphoshine on polystyrene (17.43 mmol) and imidazole (559 mg, 8.13 mmol) in dry CH2Cl2 (150 mL) was added iodine (2.38 g, 9.30 mmol). The reaction mixture was warmed to rt and stirred at this temperature until completion of the reaction. The mixture was then filtered, successively washed wi...